This data is from the Open Reaction Database (ORD), a public repository of structured organic reaction records. The task is: describe an organic reaction: reactants, conditions, products, and yield The reactants are BrC(C(=O)OCC)C (ethyl 2-bromopropionate), OC1=NN(C=N1)C1=CC=C(C=C1)OC(F)(F)F (3-hydroxy-1-(4-trifluoromethoxyphenyl)-1,2,4-1H-triazole), [O-]CC.[Na+] (sodium ethoxide), [Na] (sodium), ice water. Solvent: CS(=O)C (dimethylsulfoxide), CS(=O)C (dimethylsulfoxide), C(C)O (ethanol). Conditions: time 90 minute. Yields the product C(C)OC(=O)C(C)OC1=NN(C=N1)C1=CC=C(C=C1)OC(F)(F)F (3-(1-ethoxycarbonylethoxy)-1-(4-trifluoromethoxyphenyl)-1,2,4-1H-triazole). RXN SMILES: [OH:1][C:2]1[N:6]=[CH:5][N:4]([C:7]2[CH:12]=[CH:11][C:10]([O:13][C:14]([F:17])([F:16])[F:15])=[CH:9][CH:8]=2)[N:3]=1.[O-]CC.[Na+].[Na].Br[CH:24]([CH3:30])[C:25]([O:27][CH2:28][CH3:29])=[O:26]>CS(C)=O.C(O)C>[CH2:28]([O:27][C:25]([CH:24]([O:1][C:2]1[N:6]=[CH:5][N:4]([C:7]2[CH:8]=[CH:9][C:10]([O:13][C:14]([F:17])([F:15])[F:16])=[CH:11][CH:12]=2)[N:3]=1)[CH3:30])=[O:26])[CH3:29] |f:1.2,^1:21|. Procedure: Eleven g of 3-hydroxy-1-(4-trifluoromethoxyphenyl)-1,2,4-1H-triazole was dissolved in 100 ml of dimethylsulfoxide, and to it was added a solution of sodium ethoxide prepared from 1.2 g of sodium and 20 ml of absolute ethanol. An additional 100 ml of dimethylsulfoxide was added, and the solution was heated on the steam bath for 90 minutes. Then 8.3 g of ethyl 2-bromopropionate was added, and heating was continued for 90 minutes more. The solution was cooled and poured over ice water, and the soli...